Task: describe an organic reaction: reactants, conditions, products, and yield. Dataset: the Open Reaction Database (ORD), a public repository of structured organic reaction records Starting materials: CC(=O)O, O=C(c1ncn(Cc2cc(C(F)(F)F)cc(C(F)(F)F)c2)c1-c1cccnc1)c1c(CC2OCCO2)noc1-c1ccccc1Cl, O. Product: O=CCc1noc(-c2ccccc2Cl)c1C(=O)c1ncn(Cc2cc(C(F)(F)F)cc(C(F)(F)F)c2)c1-c1cccnc1. As a reaction SMILES: [CH3:48][C:49](=[O:50])[OH:51].[F:1][C:2]([c:3]1[cH:4][c:5]([CH2:6][n:7]2[cH:8][n:9][c:10]([C:18](=[O:19])[c:20]3[c:21]([CH2:32][CH:33]4[O:34][CH2:37][CH2:36][O:35]4)[n:22][o:23][c:24]3-[c:25]3[c:26]([Cl:31])[cH:27][cH:28][cH:29][cH:30]3)[c:11]2-[c:12]2[cH:13][n:14][cH:15][cH:16][cH:17]2)[cH:38][c:39]([C:41]([F:42])([F:43])[F:44])[cH:40]1)([F:45])[F:46].[OH2:47]>>[F:1][C:2]([c:3]1[cH:4][c:5]([CH2:6][n:7]2[cH:8][n:9][c:10]([C:18](=[O:19])[c:20]3[c:21]([CH2:32][CH:33]=[O:34])[n:22][o:23][c:24]3-[c:25]3[c:26]([Cl:31])[cH:27][cH:28][cH:29][cH:30]3)[c:11]2-[c:12]2[cH:13][n:14][cH:15][cH:16][cH:17]2)[cH:38][c:39]([C:41]([F:42])([F:43])[F:44])[cH:40]1)([F:45])[F:46].